From a dataset of the Open Reaction Database (ORD), a public repository of structured organic reaction records. describe an organic reaction: reactants, conditions, products, and yield Reactants: CC(C)(C)OC(=O)N1CCCC(NCc2cc(C(C)(F)F)ccc2OC(F)(F)F)C1c1ccccc1, COc1ccc(C(F)(F)C(F)(F)F)cc1C=O. Yields the product COc1ccc(C(F)(F)C(F)(F)F)cc1CNC1CCCN(C(=O)OC(C)(C)C)C1c1ccccc1. Reaction SMILES: [C:18]([CH3:19])([CH3:20])([CH3:21])[O:22][C:23](=[O:24])[N:25]1[CH:26]([c:48]2[cH:49][cH:50][cH:51][cH:52][cH:53]2)[CH:27]([NH:31][CH2:32][c:33]2[cH:34][c:35]([C:36]([F:37])([F:38])[CH3:39])[cH:40][cH:41][c:42]2[O:43][C:44]([F:45])([F:46])[F:47])[CH2:28][CH2:29][CH2:30]1.[CH3:1][O:2][c:3]1[c:4]([CH:5]=[O:6])[cH:7][c:8]([C:11]([C:12]([F:13])([F:14])[F:15])([F:16])[F:17])[cH:9][cH:10]1>>[CH3:1][O:2][c:3]1[c:4]([CH2:5][NH:31][CH:27]2[CH:26]([c:48]3[cH:49][cH:50][cH:51][cH:52][cH:53]3)[N:25]([C:23]([O:22][C:18]([CH3:19])([CH3:20])[CH3:21])=[O:24])[CH2:30][CH2:29][CH2:28]2)[cH:7][c:8]([C:11]([C:12]([F:13])([F:14])[F:15])([F:16])[F:17])[cH:9][cH:10]1. Starting materials: ClC=1SC=C(N1)Cl (2,4-dichlorothiazole), NC=1C=C(C=C(C1)C)C1=CN=C(S1)N1CC(NCCC1)=O (4-[5-(3-amino-5-methylphenyl)-1,3-thiazol-2-yl]-1,4-diazepan-2-one), NC=1C=C(C=C(C1)C)C1=CN=C(S1)N1CC(NCCC1)=O (4-[5-(3-amino-5-methylphenyl)-1,3-thiazol-2-yl]-1,4-diazepan-2-one), [O-]P(=O)([O-])[O-].[K+].[K+].[K+] (potassium phosphate tribasic), CS(=O)C (DMSO). Solvent: CC(C)O.C(Cl)(Cl)Cl (IPA CHCl3), O (water), NaHCO3(sat.), O (water). Reaction conditions: temperature 150 celsius. The product is ClC=1N=C(SC1)N1CC(NCCC1)=O (4-(4-chloro-1,3-thiazol-2-yl)-1,4-diazepan-2-one). Yield: 29.4%. Reaction SMILES: Cl[C:2]1[S:3][CH:4]=[C:5]([Cl:7])[N:6]=1.NC1C=C(C2SC([N:21]3[CH2:27][CH2:26][CH2:25][NH:24][C:23](=[O:28])[CH2:22]3)=NC=2)C=C(C)C=1.[O-]P([O-])([O-])=O.[K+].[K+].[K+].CS(C)=O>CC(O)C.C(Cl)(Cl)Cl.O>[Cl:7][C:5]1[N:6]=[C:2]([N:21]2[CH2:27][CH2:26][CH2:25][NH:24][C:23](=[O:28])[CH2:22]2)[S:3][CH:4]=1 |f:2.3.4.5,7.8|. Procedure: Combined 2,4-dichlorothiazole (405 mg, 2.63 mmol), 3-oxo-1,4-diazepan-1-ium trifluoroacetate (preparation described in Intermediate XX, 600 mg, 2.63 mmol), potassium phosphate tribasic (1395 mg, 6.57 mmol) and DMSO (22.00 ml) in a round bottomed flask, fitted with water-cooled condenser, balloon and septum. The mixture was heated to 150° C. for 7 hours with stirring. The dark solution was diluted with 100 mL 10% IPA/CHCl3, 40 mL water, mL aq. NaHCO3(sat.). The resulting suspension was extracted ... The reactants are C(=O)OCCCN1C(N(C2=C(C1=O)C(=C(N=C2)C2=C(C=CC=C2)C(C)C)CC2=CC=C(C=C2)Cl)C)=O (3-(5-(4-chlorobenzyl)-6-(2-isopropylphenyl)-1-methyl-2,4-dioxo-1,2-dihydro pyrido[3,4-d]pyrimidin-3(4H)-yl)propyl formate), O[Li].O (LiOH.H2O). Solvent: C1CCOC1 (THF), O (water), CC(OCC)=O (EA). Run at time 30 minute. The product is ClC1=CC=C(CC2=C(N=CC=3N(C(N(C(C32)=O)CCCO)=O)C)C3=C(C=CC=C3)C(C)C)C=C1 (5-(4-chlorobenzyl)-3-(3-hydroxypropyl)-6-(2-isopropylphenyl)-1-methylpyrido[3,4-d]pyrimidine-2,4(1H,3H)-dione). Yield: 36.4%. RXN SMILES: C([O:3][CH2:4][CH2:5][CH2:6][N:7]1[C:12](=[O:13])[C:11]2[C:14]([CH2:27][C:28]3[CH:33]=[CH:32][C:31]([Cl:34])=[CH:30][CH:29]=3)=[C:15]([C:18]3[CH:23]=[CH:22][CH:21]=[CH:20][C:19]=3[CH:24]([CH3:26])[CH3:25])[N:16]=[CH:17][C:10]=2[N:9]([CH3:35])[C:8]1=[O:36])=O.O[Li].O>C1COCC1.O.CC(=O)OCC>[Cl:34][C:31]1[CH:30]=[CH:29][C:28]([CH2:27][C:14]2[C:11]3[C:12](=[O:13])[N:7]([CH2:6][CH2:5][CH2:4][OH:3])[C:8](=[O:36])[N:9]([CH3:35])[C:10]=3[CH:17]=[N:16][C:15]=2[C:18]2[CH:23]=[CH:22][CH:21]=[CH:20][C:19]=2[CH:24]([CH3:26])[CH3:25])=[CH:33][CH:32]=1 |f:1.2|. Procedure details: To a solution of 3-(5-(4-chlorobenzyl)-6-(2-isopropylphenyl)-1-methyl-2,4-dioxo-1,2-dihydro pyrido[3,4-d]pyrimidin-3(4H)-yl)propyl formate (7 mg, 0.0138 mmol) in THF (0.5 mL) and water (0.5 mL) was added LiOH.H2O (1.2 mg, 0.0277 mmol). The reaction was stirred at RT for 30 min then diluted with EA (5 mL). The organic layer was washed with brine (10 mL), dried over Na2SO4 and concentrated to a residue which was purified by Prep TLC eluted with PE/EA (1:2) to give 5-(4-chlorobenzyl)-3-(3-hydroxypr... Reactants: Cc1ccc(-c2cc(C)cc3c2OC(COS(=O)(=O)c2ccc(C)cc2)C3)cc1, CN, Cl. Product: CNCC1Cc2cc(C)cc(-c3ccc(C)cc3)c2O1. As a reaction SMILES: [CH3:2][c:3]1[cH:4][cH:5][c:6]([S:7]([O:8][CH2:13][CH:14]2[O:15][c:16]3[c:17]([cH:19][c:20]([CH3:30])[cH:21][c:22]3-[c:23]3[cH:24][cH:25][c:26]([CH3:29])[cH:27][cH:28]3)[CH2:18]2)(=[O:9])=[O:10])[cH:11][cH:12]1.[CH3:31][NH2:32].[ClH:1]>>[CH2:13]([CH:14]1[O:15][c:16]2[c:17]([cH:19][c:20]([CH3:30])[cH:21][c:22]2-[c:23]2[cH:24][cH:25][c:26]([CH3:29])[cH:27][cH:28]2)[CH2:18]1)[NH:32][CH3:31]. The reactants are NC1=C2C(=NC=N1)N(N=C2C2=CC=C(OC1=CC=C(C#N)C=C1)C=C2)[C@@H]2CC[C@@H](CC2)N2CCN(CC2)C (Cis-4-(4-{4-amino-1-[4-(4-methylpiperazino)cyclohexyl]-1H-pyrazolo[3,4-d]pyrimidin-3-yl}phenoxy)benzonitrile). Reagents/catalysts: [Ni] (Raney nickel). Run in CO (methanol), [OH-].[NH4+] (ammonium hydroxide), O (water), O (water). Conditions: time 18 hour. Product: NCC1=CC=C(OC2=CC=C(C=C2)C2=NN(C3=NC=NC(=C32)N)[C@@H]3CC[C@@H](CC3)N3CCN(CC3)C)C=C1 (cis-3-{4-[4-(aminomethyl)phenoxy]phenyl}-1-[4-(4-methylpiperazino)cyclohexyl]-1H-pyrazolo[3,4-d]pyrimidin-4-amine). The yield is 745.8%. RXN SMILES: [NH2:1][C:2]1[N:7]=[CH:6][N:5]=[C:4]2[N:8]([C@H:26]3[CH2:31][CH2:30][C@@H:29]([N:32]4[CH2:37][CH2:36][N:35]([CH3:38])[CH2:34][CH2:33]4)[CH2:28][CH2:27]3)[N:9]=[C:10]([C:11]3[CH:25]=[CH:24][C:14]([O:15][C:16]4[CH:23]=[CH:22][C:19]([C:20]#[N:21])=[CH:18][CH:17]=4)=[CH:13][CH:12]=3)[C:3]=12>CO.[OH-].[NH4+].O.[Ni]>[NH2:21][CH2:20][C:19]1[CH:18]=[CH:17][C:16]([O:15][C:14]2[CH:24]=[CH:25][C:11]([C:10]3[C:3]4[C:4](=[N:5][CH:6]=[N:7][C:2]=4[NH2:1])[N:8]([C@H:26]4[CH2:31][CH2:30][C@@H:29]([N:32]5[CH2:37][CH2:36][N:35]([CH3:38])[CH2:34][CH2:33]5)[CH2:28][CH2:27]4)[N:9]=3)=[CH:12][CH:13]=2)=[CH:23][CH:22]=1 |f:2.3|. Reported procedure: Cis-4-(4-{4-amino-1-[4-(4-methylpiperazino)cyclohexyl]-1H-pyrazolo[3,4-d]pyrimidin-3-yl}phenoxy)benzonitrile (0.600 g, 0.00118 mol) was dissolved in a mixture of methanol (50 mL) and concentrated solution of ammonium hydroxide in water (3 mL), 50% slurry of Raney nickel in water (2 mL) was added and the resulting mixture was hydrogenated at atmospheric pressure for 18 hours. The reaction mixture was filtered through a Celite pad, concentrated under reduced pressure and the residue digested with ...